From a dataset of the Open Reaction Database (ORD), a public repository of structured organic reaction records. describe an organic reaction: reactants, conditions, products, and yield Reaction SMILES: [Cl:1][C:2]1[C:7]([C:8]2[CH:13]=[CH:12][CH:11]=[CH:10][CH:9]=2)=[N:6][N:5]=[C:4]2[N:14]([CH2:23][C:24](O)=[O:25])[N:15]=[C:16]([C:17]3[CH:22]=[CH:21][CH:20]=[CH:19][CH:18]=3)[C:3]=12.ClC1C(C2C=CC=CC=2)=NN=[C:30]2[N:40]([CH2:49][C:50]([NH:52][CH3:53])=O)N=C(C3C=CC=CC=3)[C:29]=12.CN1CCNCC1>>[Cl:1][C:2]1[C:7]([C:8]2[CH:13]=[CH:12][CH:11]=[CH:10][CH:9]=2)=[N:6][N:5]=[C:4]2[N:14]([CH2:23][C:24]([N:40]3[CH2:30][CH2:29][N:52]([CH3:53])[CH2:50][CH2:49]3)=[O:25])[N:15]=[C:16]([C:17]3[CH:18]=[CH:19][CH:20]=[CH:21][CH:22]=3)[C:3]=12. Procedure: Compound 1 was synthesised from 2-(4-chloro-3,5-diphenyl-1H-pyrazolo[3,4-c]pyridazin-1-yl)acetic acid following a similar procedure outlined in Example 16 (Compound 5), using N-methylpiperazine instead of methylamine hydrochloride in the final step. The residue in the final step was purified by preparative HPLC, followed by column chromatography (silica gel, gradient 0 to 5% triethylamine/acetone), yielding the Compound 1 as an off-white solid (6 mg). The reactants are ClC1=C2C(=NN=C1C1=CC=CC=C1)N(N=C2C2=CC=CC=C2)CC(=O)O (2-(4-chloro-3,5-diphenyl-1H-pyrazolo[3,4-c]pyridazin-1-yl)acetic acid), ClC1=C2C(=NN=C1C1=CC=CC=C1)N(N=C2C2=CC=CC=C2)CC(=O)NC (2-(4-chloro-3,5-diphenyl-1H-pyrazolo[3,4-c]pyridazin-1-yl)-N-methylacetamide), CN1CCNCC1 (N-methylpiperazine). Yields the product ClC1=C2C(=NN=C1C1=CC=CC=C1)N(N=C2C2=CC=CC=C2)CC(=O)N2CCN(CC2)C (2-(4-Chloro-3,5-diphenyl-1H-pyrazolo[3,4-c]pyridazin-1-yl)-1-(4-methylpiperazin-1-yl)ethanone). Reactants: C(C)OC(C(=CN(C)C)C(C1=C(C=CC=C1)C)=O)=O (ethyl-2-(2'-methylbenzoyl)-3-dimethylaminopropenoate), C(C)OC(C(=CN(C)C)C(C1=C(C=CC=C1)Cl)=O)=O (ethyl-2-(2'-chlorobenzoyl)-3-dimethylaminopropenoate). The product is C(C)OC(=O)C=1C=NOC1C1=C(C=CC=C1)C (ethyl-5-(2'-methylphenyl)-4-isoxazolecarboxylate). The yield is 82.6%. Reaction SMILES: [CH2:1]([O:3][C:4](=[O:19])[C:5]([C:10](=[O:18])[C:11]1[CH:16]=[CH:15][CH:14]=[CH:13][C:12]=1[CH3:17])=[CH:6][N:7](C)C)[CH3:2].C(OC(=O)C(C(=O)C1C=CC=CC=1Cl)=CN(C)C)C>>[CH2:1]([O:3][C:4]([C:5]1[CH:6]=[N:7][O:18][C:10]=1[C:11]1[CH:16]=[CH:15][CH:14]=[CH:13][C:12]=1[CH3:17])=[O:19])[CH3:2]. Reported procedure: The procedure of Example 22 was employed utilizing ethyl-2-(2'-methylbenzoyl)-3-dimethylaminopropenoate in lieu of ethyl-2-(2'-chlorobenzoyl)-3-dimethylaminopropenoate to yield ethyl-5-(2'-methylphenyl)-4-isoxazolecarboxylate (1.9 g.; 82.6% yield) as an oil having the following analysis: The reactants are BrC1=CC=CC2=C1C(N1[C@H](C=3N2C=NC3C#N)CCC1)=O ((S)-8-bromo-9-oxo-11,12,13,13a-tetrahydro-9H-imidazo[1,5-a]pyrrolo[2,1-c][1,4]benzodiazepine-1-carbonitrile), C([O-])(O)=O.[Na+] (sodium bicarbonate), Cl.NO (hydroxylamine hydrochloride). Isolated yield 86.6%. RXN SMILES: [Br:1][C:2]1[C:7]2[C:8](=[O:21])[N:9]3[CH2:20][CH2:19][CH2:18][C@H:10]3[C:11]3[N:12]([CH:13]=[N:14][C:15]=3[C:16]#[N:17])[C:6]=2[CH:5]=[CH:4][CH:3]=1.C(=O)(O)[O-].[Na+].Cl.[NH2:28][OH:29]>C(O)C.O>[Br:1][C:2]1[C:7]2[C:8](=[O:21])[N:9]3[CH2:20][CH2:19][CH2:18][C@H:10]3[C:11]3[N:12]([CH:13]=[N:14][C:15]=3[C:16](=[N:28][OH:29])[NH2:17])[C:6]=2[CH:5]=[CH:4][CH:3]=1 |f:1.2,3.4|. Reported procedure: 12 g (35 mmol) of (S)-8-bromo-9-oxo-11,12,13,13a-tetrahydro-9H-imidazo[1,5-a]pyrrolo[2,1-c][1,4]benzodiazepine-1-carbonitrile were stirred at boiling temperature for 2 hours with 9.6 g (94 mmol) of sodium bicarbonate and 7.3 g (105 mmol) of hydroxylamine hydrochloride in 170 ml of ethanol and 40 ml of water. After evaporating the alcohol the suspension obtained was cooled and the crystallizate was filtered off under suction and dried. There were obtained 11.4 g (86%) of (S)-8-bromo-9-oxo-11,12,1... Product: BrC1=CC=CC2=C1C(N1[C@H](C=3N2C=NC3C(N)=NO)CCC1)=O ((S)-8-bromo-9-oxo-11,12,13,13a-tetrahydro-9H-imidazo[1,5-a]pyrrolo[2,1-c][1,4]benzodiazepine-1-carboxamidoxime). Run in C(C)O (ethanol), O (water). Starting materials: C(CCC)[Sn](C1=CN=NC=C1)(CCCC)CCCC (4-(tributylstannyl)pyridazine), [F-].[Cs+] (caesium fluoride), ClC1=C(C=C(C(=C1)O)I)C1=CC(=CC=C1)C(F)(F)F (2-Chloro-5-iodo-3′-(trifluoromethyl)biphenyl-4-ol). Reagents/catalysts: [Cu](I)I (copper iodide), C=1C=CC(=CC1)/C=C/C(=O)/C=C/C2=CC=CC=C2.C=1C=CC(=CC1)/C=C/C(=O)/C=C/C2=CC=CC=C2.C=1C=CC(=CC1)/C=C/C(=O)/C=C/C2=CC=CC=C2.[Pd].[Pd] (Tris(dibenzylideneacetone)dipalladium). Run in C(C)#N (acetonitrile). Reaction conditions: temperature 45 celsius, time 1.5 hour. Yields the product ClC1=C(C=C(C(=C1)O)C1=CN=NC=C1)C1=CC(=CC=C1)C(F)(F)F (2-Chloro-5-(pyridazin-4-yl)-3′-(trifluoromethyl)biphenyl-4-ol). Isolated yield 70.2%. As a reaction SMILES: [Cl:1][C:2]1[CH:7]=[C:6]([OH:8])[C:5](I)=[CH:4][C:3]=1[C:10]1[CH:15]=[CH:14][CH:13]=[C:12]([C:16]([F:19])([F:18])[F:17])[CH:11]=1.C([Sn](CCCC)(CCCC)[C:25]1[CH:30]=[CH:29][N:28]=[N:27][CH:26]=1)CCC.[F-].[Cs+]>C(#N)C.[Cu](I)I.C1C=CC(/C=C/C(/C=C/C2C=CC=CC=2)=O)=CC=1.C1C=CC(/C=C/C(/C=C/C2C=CC=CC=2)=O)=CC=1.C1C=CC(/C=C/C(/C=C/C2C=CC=CC=2)=O)=CC=1.[Pd].[Pd]>[Cl:1][C:2]1[CH:7]=[C:6]([OH:8])[C:5]([C:25]2[CH:30]=[CH:29][N:28]=[N:27][CH:26]=2)=[CH:4][C:3]=1[C:10]1[CH:15]=[CH:14][CH:13]=[C:12]([C:16]([F:19])([F:18])[F:17])[CH:11]=1 |f:2.3,6.7.8.9.10|. Reported procedure: 2-Chloro-5-iodo-3′-(trifluoromethyl)biphenyl-4-ol (Preparation 51, 230 mg, 0.57 mmol) was dissolved in acetonitrile (3 mL), 4-(tributylstannyl)pyridazine (273 mg, 0.75 mmol), caesium fluoride (173 mg, 1.14 mmol), copper iodide (22 mg, 0.114 mmol) and tetrakis(triphenylphosphine)palladium (0) (70 mg, 0.06 mmol) were added. The reaction was stirred at 45° C. for 1.5 hours and then after cooling to room temperature was partitioned between ethyl acetate (100 mL) and water (50 mL) containing 0.880 am... Starting materials: C=O (formaldehyde), O(C1=CC=CC=C1)C[C@H]1CN(CCN1)C1=NC2=C(NC=3SC(=CC13)C)C=CC=C2 ((R)-10-(3-phenoxymethyl-piperazin-1-yl)-2-methyl-4H-3-thia-4,9-diaza-benzo[f]azulene), ClC(C)Cl (dichloroethane), C(C)(=O)O[BH-](OC(C)=O)OC(C)=O.[Na+] (sodium triacetoxyborohydride). Run at time 2 minute. Yields the product CN1[C@H](CN(CC1)C1=NC2=C(NC=3SC(=CC13)C)C=CC=C2)COC2=CC=CC=C2 ((R)-10-(4-Methyl-3-phenoxymethyl-piperazin-1-yl)-2-methyl-4H-3-thia-4,9-diaza-benzo[f]azulene). Isolated yield 63.3%. Reaction SMILES: C=O.[O:3]([CH2:10][C@@H:11]1[NH:16][CH2:15][CH2:14][N:13]([C:17]2[C:26]3[CH:25]=[C:24]([CH3:27])[S:23][C:22]=3[NH:21][C:20]3[CH:28]=[CH:29][CH:30]=[CH:31][C:19]=3[N:18]=2)[CH2:12]1)[C:4]1[CH:9]=[CH:8][CH:7]=[CH:6][CH:5]=1.Cl[CH:33](Cl)C.C(O[BH-](OC(=O)C)OC(=O)C)(=O)C.[Na+]>>[CH3:33][N:16]1[CH2:15][CH2:14][N:13]([C:17]2[C:26]3[CH:25]=[C:24]([CH3:27])[S:23][C:22]=3[NH:21][C:20]3[CH:28]=[CH:29][CH:30]=[CH:31][C:19]=3[N:18]=2)[CH2:12][C@@H:11]1[CH2:10][O:3][C:4]1[CH:9]=[CH:8][CH:7]=[CH:6][CH:5]=1 |f:3.4|. Procedure: Add aqueous 37% formaldehyde (1.1 eqiv) to a solution of (R)-10-(3-phenoxymethyl-piperazin-1-yl)-2-methyl-4H-3-thia-4,9-diaza-benzo[f]azulene (520 mg) in dichloroethane (60 mL per 1 mmol non-alkylated starting material). Stir the mixture 2 minutes and add sodium triacetoxyborohydride (1.5 mmol per 1 mmol non-alkylated starting material). Stir the suspension for 30 minutes and quench with a saturated aqueous solution of sodium bicarbonate. Extract the aqueous phase 3 times with dichloromethane an... Starting materials: Cl, [N-]=[N+]=[N-], [N-]=[N+]=[N-], [N-]=[N+]=NCC1Cc2cc(F)cc(-c3ccccc3C(F)(F)F)c2O1, [Na+], c1ccc(P(c2ccccc2)c2ccccc2)cc1. Yields the product NCC1Cc2cc(F)cc(-c3ccccc3C(F)(F)F)c2O1. As a reaction SMILES: [ClH:51].[N-:29]=[N+:30]=[N-:31].[N-:2]=[N+:3]=[N-:4].[N:5](=[N+:6]=[N-:7])[CH2:8][CH:9]1[O:10][c:11]2[c:12]([cH:14][c:15]([F:28])[cH:16][c:17]2-[c:18]2[c:19]([C:24]([F:25])([F:26])[F:27])[cH:20][cH:21][cH:22][cH:23]2)[CH2:13]1.[Na+:1].[c:32]1([P:33]([c:34]2[cH:35][cH:36][cH:37][cH:38][cH:39]2)[c:40]2[cH:41][cH:42][cH:43][cH:44][cH:45]2)[cH:46][cH:47][cH:48][cH:49][cH:50]1>>[NH2:5][CH2:8][CH:9]1[O:10][c:11]2[c:12]([cH:14][c:15]([F:28])[cH:16][c:17]2-[c:18]2[c:19]([C:24]([F:25])([F:26])[F:27])[cH:20][cH:21][cH:22][cH:23]2)[CH2:13]1.